From a dataset of the Open Reaction Database (ORD), a public repository of structured organic reaction records. describe an organic reaction: reactants, conditions, products, and yield Starting materials: C1(CC1)CN1CCC(CC1)C(=O)N1C[C@@H]([C@H](C1)NC)C1=CC(=C(C=C1)Cl)Cl (rac-(1-cyclopropylmethyl-piperidin-4-yl)-[(3S,4R)-3-(3,4-dichloro-phenyl)-4-methylamino-pyrrolidin-1-yl]-methanone), ClC(=O)OC1=CC=C(C=C1)C (p-tolyl chloroformate). Product: C1(=CC=C(C=C1)OC(N(C)[C@H]1CN(C[C@@H]1C1=CC(=C(C=C1)Cl)Cl)C(=O)C1CCN(CC1)CC1CC1)=O)C (rac-[(3R,4S)-1-(1-cyclopropylmethyl-piperidine-4-carbonyl)-4-(3,4-dichloro-phenyl)-pyrrolidin-3-yl]-methyl-carbamic acid p-tolyl ester). As a reaction SMILES: [CH:1]1([CH2:4][N:5]2[CH2:10][CH2:9][CH:8]([C:11]([N:13]3[CH2:17][C@H:16]([NH:18][CH3:19])[C@@H:15]([C:20]4[CH:25]=[CH:24][C:23]([Cl:26])=[C:22]([Cl:27])[CH:21]=4)[CH2:14]3)=[O:12])[CH2:7][CH2:6]2)[CH2:3][CH2:2]1.Cl[C:29]([O:31][C:32]1[CH:37]=[CH:36][C:35]([CH3:38])=[CH:34][CH:33]=1)=[O:30]>>[C:35]1([CH3:38])[CH:36]=[CH:37][C:32]([O:31][C:29](=[O:30])[N:18]([C@@H:16]2[C@@H:15]([C:20]3[CH:25]=[CH:24][C:23]([Cl:26])=[C:22]([Cl:27])[CH:21]=3)[CH2:14][N:13]([C:11]([CH:8]3[CH2:9][CH2:10][N:5]([CH2:4][CH:1]4[CH2:3][CH2:2]4)[CH2:6][CH2:7]3)=[O:12])[CH2:17]2)[CH3:19])=[CH:33][CH:34]=1. Procedure: In analogy to the procedure described for the synthesis of example 2 (step b), the title compound rac-[(3R,4S)-1-(1-cyclopropylmethyl-piperidine-4-carbonyl)-4-(3,4-dichloro-phenyl)-pyrrolidin-3-yl]-methyl-carbamic acid p-tolyl ester was prepared from rac-(1-cyclopropylmethyl-piperidin-4-yl)-[(3S,4R)-3-(3,4-dichloro-phenyl)-4-methylamino-pyrrolidin-1-yl]-methanone instead of rac-{4-[(3S,4R)-3-(3,4-dichloro-phenyl)-4-methylamino-pyrrolidine-1-carbonyl]-piperidin-1-yl}-(1-methyl-cyclopropyl)-methan... The reactants are CN1C(CCC1)COC1=CC(=CC(=C1)C(F)(F)F)[N+](=O)[O-] (1-Methyl-2-(3-nitro-5-trifluoromethyl-phenoxymethyl)-pyrrolidine), CC(=O)O (HOAc). Reagents/catalysts: [Pd] (Pd/C). Run in CO (MeOH). Run at time 18 hour. The product is CN1[C@H](CCC1)COC=1C=C(C=C(C1)C(F)(F)F)N ((R)-3-(1-methyl-pyrrolidin-2-ylmethoxy)-5-trifluoromethyl-phenylamine). As a reaction SMILES: [CH3:1][N:2]1[CH2:6][CH2:5][CH2:4][CH:3]1[CH2:7][O:8][C:9]1[CH:14]=[C:13]([C:15]([F:18])([F:17])[F:16])[CH:12]=[C:11]([N+:19]([O-])=O)[CH:10]=1.CC(O)=O>CO.[Pd]>[CH3:1][N:2]1[CH2:6][CH2:5][CH2:4][C@@H:3]1[CH2:7][O:8][C:9]1[CH:10]=[C:11]([NH2:19])[CH:12]=[C:13]([C:15]([F:16])([F:17])[F:18])[CH:14]=1. Procedure details: 1-Methyl-2-(3-nitro-5-trifluoromethyl-phenoxymethyl)-pyrrolidine (2.5 g, 8.2 mmol) was dissolved in MeOH (80 ml) and HOAc (glacial, 10 mL) and placed under N2. Pd/C was added and after blanketing with H2, the mixture was shaken under H2 for 18 h at 60 psi. The catalyst was removed by filtration through Celite® and the MeOH solution was concentrated in vacuo. The residue was purified with flash chromatography (SiO2, 90:10:1 CH2Cl2:MeOH:NH4OH) to afford the title compound as a yellow liquid. Starting materials: CC1(C)C(C=C(Cl)C(F)(F)F)C1C(=O)Cl, OCc1c(F)cnc(F)c1F. The product is CC1(C)C(C=C(Cl)C(F)(F)F)C1C(=O)OCc1c(F)cnc(F)c1F. RXN SMILES: [Cl:12][C:13](=[CH:14][CH:15]1[C:16]([CH3:21])([CH3:22])[CH:17]1[C:18](=[O:19])[Cl:20])[C:23]([F:24])([F:25])[F:26].[OH:1][CH2:2][c:3]1[c:4]([F:11])[c:5]([F:10])[n:6][cH:7][c:8]1[F:9]>>[O:1]([CH2:2][c:3]1[c:4]([F:11])[c:5]([F:10])[n:6][cH:7][c:8]1[F:9])[C:18]([CH:17]1[CH:15]([CH:14]=[C:13]([Cl:12])[C:23]([F:24])([F:25])[F:26])[C:16]1([CH3:21])[CH3:22])=[O:19]. The reactants are CCCCCC.C(C)(=O)OCC (hexane ethyl acetate), COCCOCOCCOC1=CC=C(N)C=C1 (4-(2-((2-methoxyethoxy)methoxy)ethoxy)aniline), C=O (formaldehyde), [BH-](OC(=O)C)(OC(=O)C)OC(=O)C.[Na+] (NaBH(OAc)3). Run in O (water). Conditions: time 10 minute. The product is COCCOCOCCOC1=CC=C(NC)C=C1 (4-(2-((2-methoxyethoxy)methoxy)ethoxy)-N-methylaniline). Yield: 18.9%. Reaction SMILES: [CH3:1][O:2][CH2:3][CH2:4][O:5][CH2:6][O:7][CH2:8][CH2:9][O:10][C:11]1[CH:17]=[CH:16][C:14]([NH2:15])=[CH:13][CH:12]=1.C=O.[BH-](OC(C)=O)(OC(C)=O)O[C:22](C)=O.[Na+].CCCCCC.C(OCC)(=O)C>O>[CH3:1][O:2][CH2:3][CH2:4][O:5][CH2:6][O:7][CH2:8][CH2:9][O:10][C:11]1[CH:12]=[CH:13][C:14]([NH:15][CH3:22])=[CH:16][CH:17]=1 |f:2.3,4.5|. Procedure: To a 25 mL, 3-neck RBF equipped with a magnetic stirrer and calcium chloride guard tube, 4-(2-((2-methoxyethoxy)methoxy)ethoxy)aniline (1.0 g in 10 mL DMF) and formaldehyde (0.062 g) were added portion wise to the reaction mixture at 0° C. and stirred for an additional 10 minutes. NaBH(OAc)3 (0.88 g) was added and the mixture was stirred for 5 minutes. The reaction was monitored on TLC using hexane:ethyl acetate (5:5) as mobile phase. After completion of the reaction, the reaction mixture was po...